From a dataset of the Open Reaction Database (ORD), a public repository of structured organic reaction records. describe an organic reaction: reactants, conditions, products, and yield Starting materials: COC(=O)C=1N(S(C2=C(C1O)C=CC1=CC=CC=C12)(=O)=O)C (4-hydroxy-2-methyl-2H-naphtho[2,1-e]-1,2-thiazine-3-carboxylic acid methylester-1,1-dioxide), FC1=CC=C(N)C=C1 (4-fluoroaniline). Solvent: C=1(C(=CC=CC1)C)C (xylene). Yields the product FC1=CC=C(C=C1)NC(=O)C=1N(S(C2=C(C1O)C=CC1=CC=CC=C12)(=O)=O)C (N-(4-Fluorophenyl)-4-hydroxy-2-methyl-2H-naphtho[2,1-e]-1,2-thiazine-3-carboxamide-1,1-dioxide). Yield: 89.0%. Reaction SMILES: CO[C:3]([C:5]1[N:6]([CH3:22])[S:7](=[O:21])(=[O:20])[C:8]2[C:19]3[C:14](=[CH:15][CH:16]=[CH:17][CH:18]=3)[CH:13]=[CH:12][C:9]=2[C:10]=1[OH:11])=[O:4].[F:23][C:24]1[CH:30]=[CH:29][C:27]([NH2:28])=[CH:26][CH:25]=1>C1(C)C(C)=CC=CC=1>[F:23][C:24]1[CH:30]=[CH:29][C:27]([NH:28][C:3]([C:5]2[N:6]([CH3:22])[S:7](=[O:21])(=[O:20])[C:8]3[C:19]4[C:14](=[CH:15][CH:16]=[CH:17][CH:18]=4)[CH:13]=[CH:12][C:9]=3[C:10]=2[OH:11])=[O:4])=[CH:26][CH:25]=1. Procedure: N-(4-Fluorophenyl)-4-hydroxy-2-methyl-2H-naphtho[2,1-e]-1,2-thiazine-3-carboxamide-1,1-dioxide was prepared analogous to Example 1 from 4-hydroxy-2-methyl-2H-naphtho[2,1-e]-1,2-thiazine-3-carboxylic acid methylester-1,1-dioxide and 4-fluoroaniline. Yield: 89% of theory; m.p. 284°-285° C (decomp.; from xylene). Starting materials: cyclohexanediol cyclic sulfite, [C@@H]1([C@@H](CCCC1)O)O (trans-1,2-cyclohexanediol), S(O)(O)(=O)=O (sulfuric acid), S(=O)(O)[O-].[Na+] (sodium hydrogen sulfite), [Mn](=O)(=O)(=O)[O-].[K+] (potassium permanganate), S(=O)(Cl)Cl (thionyl chloride), [Mn](=O)(=O)(=O)[O-].[K+] (potassium permanganate). The solvent is C(Cl)Cl (methylene chloride), C1(=CC=CC=C1)C (toluene). The product is O1S(OC2C1CCCC2)(=O)=O (Hexahydro-1,3,2-benzodioxathiol-2,2-dioxide). The yield is 90.0%. As a reaction SMILES: [C@@H:1]1([OH:8])[CH2:6][CH2:5][CH2:4][CH2:3][C@H:2]1[OH:7].S(Cl)(Cl)=O.[S:13](=O)(=O)([OH:15])[OH:14].[Mn]([O-])(=O)(=O)=O.[K+].S([O-])(O)=O.[Na+]>C(Cl)Cl.C1(C)C=CC=CC=1>[O:7]1[CH:2]2[CH2:3][CH2:4][CH2:5][CH2:6][CH:1]2[O:8][S:13]1(=[O:15])=[O:14] |f:3.4,5.6|. Procedure details: Ten grams (86 mmol) of trans-1,2-cyclohexanediol (CAS No. 1460-57-7) was added to toluene, and 10 g (84 mmol) of thionyl chloride was added dropwise thereto for reaction. The resulting solution was distilled. A cyclohexanediol cyclic sulfite (trans isomer) was recovered with a yield of 90%. Next, a methylene chloride solution containing 10 g (62 mmol) of cyclohexanediol cyclic sulfite was mixed with 180 g of 10% sulfuric acid aqueous solution. The mixture was mixed with 11 g (70 mmol) of potassi... Yields the product O=C(O)C1CCc2[nH]c3ccccc3c2C1. The reactants are CCOC(=O)C1CCc2[nH]c3ccccc3c2C1, C1CCOC1, Cl, [Li+], [OH-], O. As a reaction SMILES: [CH2:1]([CH3:2])[O:3][C:4](=[O:5])[CH:6]1[CH2:7][CH2:8][c:9]2[nH:10][c:11]3[cH:12][cH:13][cH:14][cH:15][c:16]3[c:17]2[CH2:18]1.[CH2:23]1[O:24][CH2:25][CH2:26][CH2:27]1.[ClH:22].[Li+:21].[OH-:20].[OH2:19]>>[O:3]=[C:4]([OH:5])[CH:6]1[CH2:7][CH2:8][c:9]2[nH:10][c:11]3[cH:12][cH:13][cH:14][cH:15][c:16]3[c:17]2[CH2:18]1. Isolated yield 92.1%. As a reaction SMILES: [CH:1]1([CH:5]([NH:18][C:19]2[CH:27]=[CH:26][C:22]([C:23](O)=[O:24])=[CH:21][CH:20]=2)[C:6]2[CH:10]=[C:9]([C:11]3[CH:16]=[CH:15][CH:14]=[CH:13][CH:12]=3)O[C:7]=2[CH3:17])[CH2:4][CH2:3][CH2:2]1.[CH3:28][NH:29][CH2:30][CH2:31][C:32]([O:34]CC)=[O:33].Cl.C(N=C=NCCCN(C)C)C.[OH2:49].OC1C2N=NNC=2C=CC=1>CN(C)C=O.C(OCC)(=O)C.C(N(CC)CC)C>[CH:1]1([CH:5]([NH:18][C:19]2[CH:27]=[CH:26][C:22]([C:23]([N:29]([CH3:28])[CH2:30][CH2:31][C:32]([OH:34])=[O:33])=[O:24])=[CH:21][CH:20]=2)[C:6]2[CH:10]=[C:9]([C:11]3[CH:12]=[CH:13][CH:14]=[CH:15][CH:16]=3)[O:49][C:7]=2[CH3:17])[CH2:2][CH2:3][CH2:4]1 |f:2.3,4.5|. Reaction conditions: time 1 hour. The solvent is C(C)(=O)OCC (Ethyl acetate), CN(C=O)C (N,N-dimethylformamide), C(C)N(CC)CC (triethylamine). The product is C1(CCC1)C(C1=C(OC(=C1)C1=CC=CC=C1)C)NC1=CC=C(C=C1)C(=O)N(CCC(=O)O)C (3-{[(4-{[cyclobutyl(2-methyl-5-phenylfuran-3-yl)methyl]amino}phenyl)carbonyl](methyl)amino}propanoic acid). The reactants are C1(CCC1)C(C1=C(OC(=C1)C1=CC=CC=C1)C)NC1=CC=C(C(=O)O)C=C1 (4-{[cyclobutyl(2-methyl-5-phenylfuran-3-yl)methyl]amino}benzoic acid), CNCCC(=O)OCC (ethyl 3-(methylamino)propanoate), Cl.C(C)N=C=NCCCN(C)C (1-ethyl-3-(3-dimethylaminopropyl)carbodiimide hydrochloride), O.OC1=CC=CC=2NN=NC21 (hydroxybenzotriazole monohydrate). Procedure: A solution of 4-{[cyclobutyl(2-methyl-5-phenylfuran-3-yl)methyl]amino}benzoic acid (181 mg), ethyl 3-(methylamino)propanoate (79 mg), 1-ethyl-3-(3-dimethylaminopropyl)carbodiimide hydrochloride (115 mg), hydroxybenzotriazole monohydrate (92 mg) and triethylamine (84 μL) in N,N-dimethylformamide (10 mL) was stirred at room temperature for 4 hr. Ethyl acetate was added, the mixture was washed with saturated aqueous sodium hydrogen carbonate solution and water, and the organic layer was dried over ...